From a dataset of the Open Reaction Database (ORD), a public repository of structured organic reaction records. describe an organic reaction: reactants, conditions, products, and yield Starting materials: FC=1C=C(C(=O)N2CCC(CC2)CNC(OC(C)(C)C)=O)C=CN1 (tert-butyl (1-(2-fluoroisonicotinoyl)piperidin-4-yl)methylcarbamate), C(=O)(C(F)(F)F)O (TFA). Run in ClCCl (dichloromethane). Conditions: time 10 hour. Product: NCC1CCN(CC1)C(=O)C1=CC(=NC=C1)F ((4-(aminomethyl)piperidin-1-yl)(2-fluoropyridin-4-yl)methanone). As a reaction SMILES: [F:1][C:2]1[CH:3]=[C:4]([CH:22]=[CH:23][N:24]=1)[C:5]([N:7]1[CH2:12][CH2:11][CH:10]([CH2:13][NH:14]C(=O)OC(C)(C)C)[CH2:9][CH2:8]1)=[O:6].C(O)(C(F)(F)F)=O>ClCCl>[NH2:14][CH2:13][CH:10]1[CH2:11][CH2:12][N:7]([C:5]([C:4]2[CH:22]=[CH:23][N:24]=[C:2]([F:1])[CH:3]=2)=[O:6])[CH2:8][CH2:9]1. Reported procedure: To a solution of tert-butyl (1-(2-fluoroisonicotinoyl)piperidin-4-yl)methylcarbamate 93-3 (1.81 g, 5.0 mmol) in dichloromethane (10 mL) was added TFA (5 mL) dropwise at room temperature. The mixture was stirred for 10 hours, and then the solvents were removed by rotary evaporation. The residue was dissolved in ethyl acetate (100 mL), washed with saturated aqueous NaHCO3 solution, H2O and brine, dried over Na2SO4 and concentrated to dryness by rotary evaporation to give (4-(aminomethyl)piperidin-... Starting materials: ( b ), O=C(CCCC(=O)O)CC (4-oxo-hexane-1-carboxylic acid), ethyl ester, C(C=C)(=O)OCC (ethyl acrylate), CC(CCC(=O)O)C(C)=O (3-methyl-4-oxo-pentane-1-carboxylic acid), ethyl ester, CC(CCC(=O)O)C(C)=O (3-methyl-4-oxopentane-1-carboxylic acid), C(C=C)(=O)OCC (ethyl acrylate). Solvent: C(C)C(=O)C (methyl ethyl ketone), ethyl ester. Product: C(C)OC(=O)CCC(C(C)=O)C (3-methyl-4-oxo-pentane-1-carboxylic acid ethyl ester). As a reaction SMILES: [CH3:1][CH:2]([C:8](=[O:10])[CH3:9])[CH2:3][CH2:4][C:5]([OH:7])=[O:6].O=[C:12](CC)[CH2:13]CCC(O)=O.C(OCC)(=O)C=C>C(C(C)=O)C>[CH2:12]([O:6][C:5]([CH2:4][CH2:3][CH:2]([CH3:1])[C:8](=[O:10])[CH3:9])=[O:7])[CH3:13]. Procedure details: Fraction (b) contains 95% by weight of ethyl ester of 3-methyl-4-oxopentane-1-carboxylic acid and 2% by weight of ethyl ester of 4-oxo-hexane-1-carboxylic acid. 41% of the total amount of ethyl acrylate has been converted. The efficiency in ethyl ester of 3-methyl-4-oxo-pentane-1-carboxylic acid amounts to 56% referred to the quantity of converted methyl ethyl ketone, and to 58% referred to the quantity of converted ethyl acrylate.